From a dataset of the Open Reaction Database (ORD), a public repository of structured organic reaction records. describe an organic reaction: reactants, conditions, products, and yield The reactants are C1CCOC1, Cl, [Na+], [OH-], CCOC(=O)c1cc2c(ncn2-c2cccc(-c3ccsc3)c2)[nH]1. Yields the product O=C(O)c1cc2c(ncn2-c2cccc(-c3ccsc3)c2)[nH]1. As a reaction SMILES: [CH2:28]1[O:29][CH2:30][CH2:31][CH2:32]1.[ClH:27].[Na+:26].[OH-:25].[s:1]1[cH:2][c:3](-[c:6]2[cH:7][c:8](-[n:12]3[cH:13][n:14][c:15]4[c:16]3[cH:17][c:18]([C:20](=[O:21])[O:22][CH2:23][CH3:24])[nH:19]4)[cH:9][cH:10][cH:11]2)[cH:4][cH:5]1>>[s:1]1[cH:2][c:3](-[c:6]2[cH:7][c:8](-[n:12]3[cH:13][n:14][c:15]4[c:16]3[cH:17][c:18]([C:20](=[O:21])[OH:22])[nH:19]4)[cH:9][cH:10][cH:11]2)[cH:4][cH:5]1. The reactants are CC(C)(C)OC(=O)N1CCC(C)(C(O)CC#N)CC1, CS(=O)(=O)Cl, CCOC(C)=O, ClCCl, c1ccncc1. The product is CC(C)(C)OC(=O)N1CCC(C)(C(CC#N)OS(C)(=O)=O)CC1. As a reaction SMILES: [C:1]([CH3:2])([CH3:3])([CH3:4])[O:5][C:6](=[O:7])[N:8]1[CH2:9][CH2:10][C:11]([CH3:14])([CH:15]([CH2:16][C:17]#[N:18])[OH:19])[CH2:12][CH2:13]1.[CH3:26][S:27]([Cl:28])(=[O:29])=[O:30].[CH3:34][CH2:35][O:36][C:37]([CH3:38])=[O:39].[Cl:31][CH2:32][Cl:33].[cH:20]1[cH:21][cH:22][n:23][cH:24][cH:25]1>>[C:1]([CH3:2])([CH3:3])([CH3:4])[O:5][C:6](=[O:7])[N:8]1[CH2:9][CH2:10][C:11]([CH3:14])([CH:15]([CH2:16][C:17]#[N:18])[O:19][S:27]([CH3:26])(=[O:29])=[O:30])[CH2:12][CH2:13]1. Reactants: N#Cc1ccc(C=O)cc1, C1CCOC1, C[Si](C)(C)c1cncs1, [Cs+], [F-]. Product: N#Cc1ccc(C(=O)c2cncs2)cc1. Reaction SMILES: [C:1](#[N:2])[c:3]1[cH:4][cH:5][c:6]([CH:7]=[O:8])[cH:9][cH:10]1.[CH2:22]1[O:23][CH2:24][CH2:25][CH2:26]1.[CH3:13][Si:14]([c:15]1[cH:16][n:17][cH:18][s:19]1)([CH3:20])[CH3:21].[Cs+:12].[F-:11]>>[C:1](#[N:2])[c:3]1[cH:4][cH:5][c:6]([C:7](=[O:8])[c:15]2[cH:16][n:17][cH:18][s:19]2)[cH:9][cH:10]1. Starting materials: C1(=C(C(=C(C(=C1F)F)F)N)F)N.Cl.Cl (dihydrochloride), NC1=C(C=C(O)C(=C1)N)O (4,6-diaminoresorcinol). Reagents/catalysts: [Pd] (Pd/C). Solvent: Cl (HCl). Conditions: temperature 0 celsius. Yields the product Cl.Cl.NC1=C(C=C(O)C(=C1)N)O (4,6-diaminoresorcinol dihydrochloride). The yield is 99.8%. Reaction SMILES: C1(N)C(F)=C(F)C(F)=C(N)C=1F.[ClH:13].Cl.[NH2:15][C:16]1[CH:22]=[C:21]([NH2:23])[C:19]([OH:20])=[CH:18][C:17]=1[OH:24]>[Pd].Cl>[ClH:13].[ClH:13].[NH2:15][C:16]1[CH:22]=[C:21]([NH2:23])[C:19]([OH:20])=[CH:18][C:17]=1[OH:24] |f:0.1.2,6.7.8|. Procedure details: The crude dihydrochloride salt of 4,6-diaminoresorcinol (57.0 g) containing 10% Pd/C catalyst is dissolved in 400 g of 6% (by weight) aqueous HCl at 80° C. The catalyst present is removed by filtration. An additional 50.0 g of concentrated HCl containing 1.5 g of stannous chloride dihydrate is added to the product mixture along with 5.0 g of activated carbon. The solution is heated at reflux for 15 minutes and the carbon is then removed by filtration. The filtrate is cooled to 0° C. to allow cry... The reactants are CN1CC[C@@]23CCCC[C@@H]2[C@@H]1CC4=C3C=C(C=C4)O.Br (Dextrorphan hydrobromide). Reagents/catalysts: [N+](=O)([O-])[O-].[Ag+] (silver nitrate). Solvent: C(C)#N (acetonitrile). Run at time 30 minute. The product is nitrate salt, CN1CC[C@@]23CCCC[C@@H]2[C@@H]1CC4=C3C=C(C=C4)O (Dextrorphan). Reaction SMILES: [CH3:1][N:2]1[C@H:11]2[CH2:12][C:13]3[CH:18]=[CH:17][C:16]([OH:19])=[CH:15][C:14]=3[C@:5]3([C@@H:10]2[CH2:9][CH2:8][CH2:7][CH2:6]3)[CH2:4][CH2:3]1.Br>C(#N)C.[N+]([O-])([O-])=O.[Ag+]>[CH3:1][N:2]1[C@H:11]2[CH2:12][C:13]3[CH:18]=[CH:17][C:16]([OH:19])=[CH:15][C:14]=3[C@:5]3([C@@H:10]2[CH2:9][CH2:8][CH2:7][CH2:6]3)[CH2:4][CH2:3]1 |f:0.1,3.4|. Reported procedure: The salt is prepared by adding silver nitrate (0.50 g, 2.96 mmoles) to a solution of Dextrorphan hydrobromide (1 g, 2.96 mmoles) in acetonitrile (17 ml). The solution is then stirred at room temperature for 30 minutes. Filtering is then effected to remove silver bromide precipitate. The clear solution is added of ethyl ether (100 ml). A precipitate is formed, that is filtered, washed with ethyl ether and dried under vacuum. The solid obtained at the elemental analysis corresponds to the nitrate ... The reactants are [Li]CCCC, CC(C)NC(C)C, [Cl-], COC(=O)Cl, N#N, [NH4+], C1CCOC1, O, C[Si](C)(C)C#CC(N=Cc1ccccc1)C1OCOc2c1ccc(-c1ccccc1)c2-c1ccccc1. The product is COC(=O)C(C#C[Si](C)(C)C)(N=Cc1ccccc1)C1OCOc2c1ccc(-c1ccccc1)c2-c1ccccc1. Reaction SMILES: [CH2:10]([Li:11])[CH2:12][CH2:13][CH3:14].[CH:1]([NH:2][CH:3]([CH3:4])[CH3:5])([CH3:6])[CH3:7].[Cl-:57].[Cl:52][C:53](=[O:54])[O:55][CH3:56].[N:8]#[N:9].[NH4+:58].[O:59]1[CH2:60][CH2:61][CH2:62][CH2:63]1.[OH2:64].[c:15]1(-[c:21]2[c:22]3[c:23]([cH:43][cH:44][c:45]2-[c:46]2[cH:47][cH:48][cH:49][cH:50][cH:51]2)[CH:24]([CH:25]([C:26]#[C:27][Si:28]([CH3:29])([CH3:30])[CH3:31])[N:32]=[CH:33][c:34]2[cH:35][cH:36][cH:37][cH:38][cH:39]2)[O:40][CH2:41][O:42]3)[cH:16][cH:17][cH:18][cH:19][cH:20]1>>[c:15]1(-[c:21]2[c:22]3[c:23]([cH:43][cH:44][c:45]2-[c:46]2[cH:47][cH:48][cH:49][cH:50][cH:51]2)[CH:24]([C:25]([C:26]#[C:27][Si:28]([CH3:29])([CH3:30])[CH3:31])([N:32]=[CH:33][c:34]2[cH:35][cH:36][cH:37][cH:38][cH:39]2)[C:53](=[O:54])[O:55][CH3:56])[O:40][CH2:41][O:42]3)[cH:16][cH:17][cH:18][cH:19][cH:20]1. Starting materials: 1,2,4-trimellitic anhydride acid chloride, 1,2,4-trimellitic anhydride acid chloride, C1CCOC1 (THF), C1=CC=C2C(=C1)C3=CC=CC=C3C2(C4=CC=C(C=C4)O)C5=CC=C(C=C5)O (Fluorene-9-bisphenol), N1=CC=CC=C1 (pyridine), C1CCOC1 (THF). The product is C1(=CC=CC=C1)C1=CC=CC=2C3=CC=CC=C3CC12 (Phenyl-Fluorene). Yield: 75.0%. Reaction SMILES: C1C=C2C3[C:12]([C:13]([C:21]4[CH:26]=[CH:25][C:24](O)=[CH:23][CH:22]=4)(C4C=CC(O)=CC=4)C2=CC=1)=[CH:11][CH:10]=[CH:9][CH:8]=3.N1[CH:33]=[CH:32][CH:31]=[CH:30][CH:29]=1.[CH2:34]1COC[CH2:35]1>>[C:21]1([C:13]2[C:12]3[CH2:35][C:34]4[C:29](=[CH:30][CH:31]=[CH:32][CH:33]=4)[C:11]=3[CH:10]=[CH:9][CH:8]=2)[CH:26]=[CH:25][CH:24]=[CH:23][CH:22]=1. Procedure details: 1,2,4-trimellitic anhydride acid chloride (120 mmole) was dissolved in 60 mL of anhydrous THF. Fluorene-9-bisphenol (60 mmole) and pyridine (14.5 mL) were dissolved in another 100 mL of anhydrous THF, and then slowly and dropwise added into the 1,2,4-trimellitic anhydride acid chloride solution under nitrogen, and then completely reacted at 40° C. for 12 hours. The reaction result was filtered to remove the salt thereof, and the solvent of the filtrate was removed by a rotary evaporator to obtai... The reactants are NC1=CC(=C(C(=O)O)C=C1Cl)OC (4-amino-5-chloro-2-methoxybenzoic acid), ClC1=C(C=CC(=C1)Cl)CN(CCN)CC (N-(2',4'-dichlorophenylmethyl)-N-ethylethylenediamine). The product is NC1=CC(=C(C(=O)N)C=C1Cl)OC (4-amino-5-chloro-2-methoxybenzamide). Reaction SMILES: [NH2:1][C:2]1[C:10]([Cl:11])=[CH:9][C:5]([C:6](O)=[O:7])=[C:4]([O:12][CH3:13])[CH:3]=1.ClC1C=C(Cl)C=CC=1C[N:23](CC)CCN>>[NH2:1][C:2]1[C:10]([Cl:11])=[CH:9][C:5]([C:6]([NH2:23])=[O:7])=[C:4]([O:12][CH3:13])[CH:3]=1. Procedure: By following general method B using 1.0 g. of 4-amino-5-chloro-2-methoxybenzoic acid and 1.2 g. of N-(2',4'-dichlorophenylmethyl)-N-ethylethylenediamine, 1.6 g. of N-[2-(N'-2',4'-dichlorophenylmethyl)-N'-ethylamino)ethyl]-4-amino-5-chloro-2-methoxybenzamide was obtained. The reactants are CC#N, Clc1cncc(Cl)n1, O=C1CNCCN1. Yields the product O=C1CN(c2cncc(Cl)n2)CCN1. RXN SMILES: [CH3:16][C:17]#[N:18].[Cl:1][c:2]1[n:3][c:4]([Cl:8])[cH:5][n:6][cH:7]1.[O:9]=[C:10]1[NH:11][CH2:12][CH2:13][NH:14][CH2:15]1>>[c:2]1([N:14]2[CH2:13][CH2:12][NH:11][C:10](=[O:9])[CH2:15]2)[n:3][c:4]([Cl:8])[cH:5][n:6][cH:7]1. Reagents/catalysts: [Pd].CC(=O)[O-].CC(=O)[O-].[Pb+2] (Lindlar's catalyst). Reaction SMILES: [OH:1][CH2:2][CH:3]([C@@H:5]1[C@:22]2([CH3:23])[C@H:8]([C@H:9]3[C@H:19]([CH2:20][CH2:21]2)[C@:17]2([CH3:18])[C:12](=[C:13]([N+:25]([O-])=O)[C:14](=[O:24])[CH2:15][CH2:16]2)[CH2:11][CH2:10]3)[CH2:7][CH2:6]1)[CH3:4].N1C2C(=CC=CC=2)C=CC=1>C(O)C.[Pd].CC([O-])=O.CC([O-])=O.[Pb+2]>[NH2:25][C:13]1[C:14](=[O:24])[CH2:15][CH2:16][C@@:17]2([CH3:18])[C:12]=1[CH2:11][CH2:10][C@@H:9]1[C@@H:19]2[CH2:20][CH2:21][C@@:22]2([CH3:23])[C@H:8]1[CH2:7][CH2:6][C@@H:5]2[CH:3]([CH2:2][OH:1])[CH3:4] |f:3.4.5.6|. Solvent: C(C)O (ethanol). The reactants are OCC(C)[C@H]1CC[C@H]2[C@@H]3CCC4=C(C(CC[C@]4(C)[C@H]3CC[C@]12C)=O)[N+](=O)[O-] (20-hydroxymethyl-4-nitropregn-4-en-3-one), N1=CC=CC2=CC=CC=C12 (quinoline). Product: NC1=C2CC[C@H]3[C@@H]4CC[C@H](C(C)CO)[C@]4(CC[C@@H]3[C@]2(CCC1=O)C)C (4-amino-20-hydroxymethylpregn-4-en-3-one). Procedure details: A solution of 20-hydroxymethyl-4-nitropregn-4-en-3-one (2.01 g, 5.35 mM) in absolute ethanol (28 mL) is treated sequentially with Lindlar's catalyst (5% Pd on CaCO3 with 5.2% Pb, 0.81 g) and with quinoline (37 μl) and kept under hydrogen at between 40-55 p.s.i. for 24 hours. The mixture is then filtered through celite, and the filtrate is concentrated to a yellow solid which is purified by short path chromatography to give 4-amino-20-hydroxymethylpregn-4-en-3-one, m.p. 180°-185° C. (aqueous isop... Run at time 24 hour.